This data is from the Open Reaction Database (ORD), a public repository of structured organic reaction records. The task is: describe an organic reaction: reactants, conditions, products, and yield The reactants are CCOc1ccccc1C(=O)Nc1ncc2c(n1)CCN(C(=O)OC(C)(C)C)C2, CCN=C=NCCCN(C)C, CCN(C(C)C)C(C)C, O=C(O)c1sccc1Cl, ClCCl, O=C(O)C(F)(F)F, On1nnc2cccnc21. Product: CCOc1ccccc1C(=O)Nc1ncc2c(n1)CCN(C(=O)c1sccc1Cl)C2. As a reaction SMILES: [C:8]([O:9][C:13](=[O:14])[N:15]1[CH2:16][c:17]2[c:18]([n:19][c:20]([NH:23][C:24]([c:25]3[c:26]([O:31][CH2:32][CH3:33])[cH:27][cH:28][cH:29][cH:30]3)=[O:34])[n:21][cH:22]2)[CH2:35][CH2:36]1)([CH3:10])([CH3:11])[CH3:12].[CH3:55][CH2:56][N:57]=[C:58]=[N:59][CH2:60][CH2:61][CH2:62][N:63]([CH3:64])[CH3:65].[CH:37]([N:38]([CH2:39][CH3:40])[CH:41]([CH3:42])[CH3:43])([CH3:44])[CH3:45].[Cl:46][c:47]1[c:48]([C:52]([OH:53])=[O:54])[s:49][cH:50][cH:51]1.[Cl:76][CH2:77][Cl:78].[OH:1][C:2]([C:3]([F:4])([F:5])[F:6])=[O:7].[OH:66][n:67]1[c:68]2[n:69][cH:70][cH:71][cH:72][c:73]2[n:74][n:75]1>>[C:13](=[O:14])([N:15]1[CH2:16][c:17]2[c:18]([n:19][c:20]([NH:23][C:24]([c:25]3[c:26]([O:31][CH2:32][CH3:33])[cH:27][cH:28][cH:29][cH:30]3)=[O:34])[n:21][cH:22]2)[CH2:35][CH2:36]1)[c:48]1[c:47]([Cl:46])[cH:51][cH:50][s:49]1. The product is ClC1=C(C=CC(=C1)Cl)C=1N=C(C(=NC1CC)N[C@@H]1CN(C[C@@H]1OCC)C(=O)OCCF)CC (2-fluoroethyl (cis)-3-{[5-(2,4-dichlorophenyl)-3,6-diethylpyrazin-2-yl]amino}-4-ethoxypyrrolidine-1-carboxylate). Procedure: Following the procedure for the preparation of N-[(cis)-1-acetyl-4-ethoxypyrrolidin-3-yl]-5-(2,4-dichlorophenyl)-3,6-diethylpyrazin-2-amine but substituting 2-fluoroethyl chloroformate and making non-critical variations provided the title compound as an oil: 1H NMR (400 MHz, CDCl3) δ) 7.49, 7.34-7.26, 5.21, 4.70-4.58, 4.56, 4.42, 4.34, 4.10, 3.99, 3.75-3.30, 2.71, 2.47, 1.32-1.26, 1.15; IR (liq.) 2973 (s), 2347 (b), 2181 (w), 1709 (s), 1567 (s), 1553 (s), 1500 (s), 1470 (s), 1445 (s), 1426 (s), ... As a reaction SMILES: C([N:4]1[CH2:8][C@H:7]([O:9][CH2:10][CH3:11])[C@H:6]([NH:12][C:13]2[C:18]([CH2:19][CH3:20])=[N:17][C:16]([C:21]3[CH:26]=[CH:25][C:24]([Cl:27])=[CH:23][C:22]=3[Cl:28])=[C:15]([CH2:29][CH3:30])[N:14]=2)[CH2:5]1)(=O)C.Cl[C:32]([O:34][CH2:35][CH2:36][F:37])=[O:33]>>[Cl:28][C:22]1[CH:23]=[C:24]([Cl:27])[CH:25]=[CH:26][C:21]=1[C:16]1[N:17]=[C:18]([CH2:19][CH3:20])[C:13]([NH:12][C@H:6]2[C@@H:7]([O:9][CH2:10][CH3:11])[CH2:8][N:4]([C:32]([O:34][CH2:35][CH2:36][F:37])=[O:33])[CH2:5]2)=[N:14][C:15]=1[CH2:29][CH3:30]. Reactants: C(C)(=O)N1C[C@H]([C@H](C1)OCC)NC1=NC(=C(N=C1CC)C1=C(C=C(C=C1)Cl)Cl)CC (N-[(cis)-1-acetyl-4-ethoxypyrrolidin-3-yl]-5-(2,4-dichlorophenyl)-3,6-diethylpyrazin-2-amine), ClC(=O)OCCF (2-fluoroethyl chloroformate).